This data is from the Open Reaction Database (ORD), a public repository of structured organic reaction records. The task is: describe an organic reaction: reactants, conditions, products, and yield The reactants are crude product, CS(=O)(=O)O[C@H](CC[C@H](C1=CC=C(C=C1)[N+](=O)[O-])OS(=O)(=O)C)C1=CC=C(C=C1)[N+](=O)[O-] ((1R,4R)-1,4-bis(4-nitrophenyl)butane-1,4-diyl dimethanesulfonate), C(C)(C)(C)C1=CC=C(N)C=C1 (4-tert-butylaniline). Solvent: CC1OCCC1 (2-methyltetrahydrofuran), Cl (HCl). Conditions: temperature 65 celsius, time 3 hour. Yields the product C(C)(C)(C)C1=CC=C(C=C1)N1[C@@H](CC[C@H]1C1=CC=C(C=C1)[N+](=O)[O-])C1=CC=C(C=C1)[N+](=O)[O-] ((2S,5S)-1-(4-tert-butylphenyl)-2,5-bis(4-nitrophenyl)pyrrolidine). Isolated yield 51.6%. RXN SMILES: CS(O[C@@H:6]([C:24]1[CH:29]=[CH:28][C:27]([N+:30]([O-:32])=[O:31])=[CH:26][CH:25]=1)[CH2:7][CH2:8][C@@H:9](OS(C)(=O)=O)[C:10]1[CH:15]=[CH:14][C:13]([N+:16]([O-:18])=[O:17])=[CH:12][CH:11]=1)(=O)=O.[C:33]([C:37]1[CH:43]=[CH:42][C:40]([NH2:41])=[CH:39][CH:38]=1)([CH3:36])([CH3:35])[CH3:34]>CC1CCCO1.Cl>[C:33]([C:37]1[CH:38]=[CH:39][C:40]([N:41]2[C@H:9]([C:10]3[CH:15]=[CH:14][C:13]([N+:16]([O-:18])=[O:17])=[CH:12][CH:11]=3)[CH2:8][CH2:7][C@H:6]2[C:24]2[CH:29]=[CH:28][C:27]([N+:30]([O-:32])=[O:31])=[CH:26][CH:25]=2)=[CH:42][CH:43]=1)([CH3:36])([CH3:34])[CH3:35]. Procedure: To the crude product solution (1R,4R)-1,4-bis(4-nitrophenyl)butane-1,4-diyl dimethanesulfonate (7.35 g, 13.39 mmol) was added 4-tert-butylaniline (13.4 g, 90 mmol) at 23° C. over 1 minute. The reaction was heated to 65° C. for 2 h. After completion, the reaction mixture was cooled to 23° C. and diluted with 2-methyltetrahydrofuran (100 mL) and 1 M HCl (150 mL). After partitioning the phases, the organic phase was treated with 1 M HCl (140 mL), 2-methyltetrahydrofuran (50 mL), and 25 wt % aq. NaC...